From a dataset of the Open Reaction Database (ORD), a public repository of structured organic reaction records. describe an organic reaction: reactants, conditions, products, and yield The reactants are ClCc1ccncc1, Cl, [K+], [K+], O=C([O-])[O-], CN(C)C=O, N#Cc1cccc(O)c1. The product is N#Cc1cccc(OCc2ccncc2)c1. RXN SMILES: [Cl:17][CH2:18][c:19]1[cH:20][cH:21][n:22][cH:23][cH:24]1.[ClH:16].[K+:10].[K+:11].[O-:12][C:13]([O-:14])=[O:15].[O:25]=[CH:26][N:27]([CH3:28])[CH3:29].[OH:1][c:2]1[cH:3][c:4]([C:5]#[N:6])[cH:7][cH:8][cH:9]1>>[O:1]([c:2]1[cH:3][c:4]([C:5]#[N:6])[cH:7][cH:8][cH:9]1)[CH2:18][c:19]1[cH:20][cH:21][n:22][cH:23][cH:24]1. The reactants are CN(C)c1ccncc1, COc1cc2nccc(Cl)c2cc1OC, Clc1ccccc1Cl, Oc1ccc2ncsc2c1I. The product is COc1cc2nccc(Oc3ccc4ncsc4c3I)c2cc1OC. RXN SMILES: [CH3:27][N:28]([CH3:29])[c:30]1[cH:31][cH:32][n:33][cH:34][cH:35]1.[Cl:12][c:13]1[cH:14][cH:15][n:16][c:17]2[cH:18][c:19]([O:25][CH3:26])[c:20]([O:23][CH3:24])[cH:21][c:22]12.[Cl:36][c:37]1[cH:38][cH:39][cH:40][cH:41][c:42]1[Cl:43].[OH:1][c:2]1[c:3]([I:11])[c:4]2[c:5]([n:6][cH:7][s:8]2)[cH:9][cH:10]1>>[O:1]([c:2]1[c:3]([I:11])[c:4]2[c:5]([n:6][cH:7][s:8]2)[cH:9][cH:10]1)[c:13]1[cH:14][cH:15][n:16][c:17]2[cH:18][c:19]([O:25][CH3:26])[c:20]([O:23][CH3:24])[cH:21][c:22]12.